From a dataset of the Open Reaction Database (ORD), a public repository of structured organic reaction records. describe an organic reaction: reactants, conditions, products, and yield The reactants are C(C)(C)(C)OC(NC1=C(C=C(C=C1)C1=CC=C(C=C1)OC)N)=O ((3-amino-4′-methoxy-biphenyl-4-yl)-carbamic acid tert.-butyl ester), CC1(OC(C=C(O1)C=1C=C(C#N)C=CC1)=O)C (3-(2,2-dimethyl-6-oxo-6H-[1,3]dioxin-4-yl)-benzonitrile). Yields the product C(C)(C)(C)OC(NC1=C(C=C(C=C1)C1=CC=C(C=C1)OC)NC(CC(=O)C1=CC(=CC=C1)C#N)=O)=O ({3-[3-(3-Cyano-phenyl)-3-oxo-propionylamino]-4′-methoxy-biphenyl-4-yl}-carbamic acid tert.-butyl ester). RXN SMILES: [C:1]([O:5][C:6](=[O:23])[NH:7][C:8]1[CH:13]=[CH:12][C:11]([C:14]2[CH:19]=[CH:18][C:17]([O:20][CH3:21])=[CH:16][CH:15]=2)=[CH:10][C:9]=1[NH2:22])([CH3:4])([CH3:3])[CH3:2].CC1(C)[O:30][C:29]([C:31]2[CH:32]=[C:33]([CH:36]=[CH:37][CH:38]=2)[C:34]#[N:35])=[CH:28][C:27](=O)[O:26]1>>[C:1]([O:5][C:6](=[O:23])[NH:7][C:8]1[CH:13]=[CH:12][C:11]([C:14]2[CH:19]=[CH:18][C:17]([O:20][CH3:21])=[CH:16][CH:15]=2)=[CH:10][C:9]=1[NH:22][C:27](=[O:26])[CH2:28][C:29]([C:31]1[CH:38]=[CH:37][CH:36]=[C:33]([C:34]#[N:35])[CH:32]=1)=[O:30])([CH3:4])([CH3:2])[CH3:3]. Procedure details: Prepared from (3-amino-4′-methoxy-biphenyl-4-yl)-carbamic acid tert.-butyl ester (Example G5) and 3-(2,2-dimethyl-6-oxo-6H-[1,3]dioxin-4-yl)-benzonitrile (Example J4) according to the general procedure K. Obtained as a light brown solid (207 mg). Reported procedure: A solution of N-[(3S)-3-[[(phenylmethoxy)carbonyl]amino]-2-oxo-4-phenylbutyl]-L-phenylalanine, phenylmethyl ester, hydrochloride (2.12 g, 3.6 mmol) in 72 ml of 3:1 tetrahydrofuran-water was cooled to 0° C. Sodium borohydride (681 mg, 18 mmol) was added in approximately seven portions over 5-10 minutes. The reaction mixture was allowed to stir an additional 5 minutes and then poured into 150 ml of water. This mixture was extracted with 300 ml of ethyl acetate-ether (5:3). The organic extract was ... Reaction SMILES: Cl.[C:2]1([CH2:8][O:9][C:10]([NH:12][C@@H:13]([CH2:36][C:37]2[CH:42]=[CH:41][CH:40]=[CH:39][CH:38]=2)[C:14](=[O:35])[CH2:15][NH:16][C@H:17]([C:25]([O:27][CH2:28][C:29]2[CH:34]=[CH:33][CH:32]=[CH:31][CH:30]=2)=[O:26])[CH2:18][C:19]2[CH:24]=[CH:23][CH:22]=[CH:21][CH:20]=2)=[O:11])[CH:7]=[CH:6][CH:5]=[CH:4][CH:3]=1.[BH4-].[Na+].O>O1CCCC1.O>[C:2]1([CH2:8][O:9][C:10]([NH:12][C@@H:13]([CH2:36][C:37]2[CH:38]=[CH:39][CH:40]=[CH:41][CH:42]=2)[CH:14]([OH:35])[CH2:15][NH:16][C@H:17]([C:25]([O:27][CH2:28][C:29]2[CH:30]=[CH:31][CH:32]=[CH:33][CH:34]=2)=[O:26])[CH2:18][C:19]2[CH:20]=[CH:21][CH:22]=[CH:23][CH:24]=2)=[O:11])[CH:7]=[CH:6][CH:5]=[CH:4][CH:3]=1 |f:0.1,2.3,5.6|. The product is C1(=CC=CC=C1)COC(=O)N[C@H](C(CN[C@@H](CC1=CC=CC=C1)C(=O)OCC1=CC=CC=C1)O)CC1=CC=CC=C1 (N-[(3S)-3-[[(Phenylmethoxy)carbonyl]amino]-2-hydroxy-4-phenylbutyl]-L-phenylalanine, phenylmethyl ester). Run in O1CCCC1.O (tetrahydrofuran water). Isolated yield 97.0%. The reactants are [BH4-].[Na+] (Sodium borohydride), Cl.C1(=CC=CC=C1)COC(=O)N[C@H](C(CN[C@@H](CC1=CC=CC=C1)C(=O)OCC1=CC=CC=C1)=O)CC1=CC=CC=C1 (N-[(3S)-3-[[(phenylmethoxy)carbonyl]amino]-2-oxo-4-phenylbutyl]-L-phenylalanine, phenylmethyl ester, hydrochloride), O (water). Reaction conditions: time 5 minute. Reactants: C(C)(C)(C)OC(=O)N1C(=CC2=CC=CC(=C12)N1CCN(CC1)C(=O)OC(C)(C)C)S(=O)(=O)C1=CC=CC=C1 (2-benzenesulfonyl-7-(4-tert-butoxycarbonyl-piperazin-1-yl)-indole-1-carboxylic acid tert butyl ester). The solvent is C(C)(C)O (isopropanol), Cl (HCl). Yields the product C1(=CC=CC=C1)S(=O)(=O)C=1NC2=C(C=CC=C2C1)N1CCNCC1 (2-benzenesulfonyl-7-piperazin-1-yl-1H-indole), solid. Yield: 89.0%. Reaction SMILES: C(OC([N:8]1[C:16]2[C:11](=[CH:12][CH:13]=[CH:14][C:15]=2[N:17]2[CH2:22][CH2:21][N:20](C(OC(C)(C)C)=O)[CH2:19][CH2:18]2)[CH:10]=[C:9]1[S:30]([C:33]1[CH:38]=[CH:37][CH:36]=[CH:35][CH:34]=1)(=[O:32])=[O:31])=O)(C)(C)C>C(O)(C)C.Cl>[C:33]1([S:30]([C:9]2[NH:8][C:16]3[C:11]([CH:10]=2)=[CH:12][CH:13]=[CH:14][C:15]=3[N:17]2[CH2:22][CH2:21][NH:20][CH2:19][CH2:18]2)(=[O:31])=[O:32])[CH:34]=[CH:35][CH:36]=[CH:37][CH:38]=1. Procedure: A solution of 2-benzenesulfonyl-7-(4-tert-butoxycarbonyl-piperazin-1-yl)-indole-1-carboxylic acid tert butyl ester 1-4 (160 mg, 0.3 mmol) in isopropanol (15 mL) and concentrated HCl (4 mL) was refluxed for 1 hour. The reaction mixture was concentrated and the remaining powder was triturated with isopropanol (10 mL) and ether (20 mL). This was filtered to afford 2-benzenesulfonyl-7-piperazin-1-yl-1H-indole, Compound 1 of Table 1 as a white solid (90 mg, 89%). M+H=342. The reactants are C(C)(=O)NC(C(=O)OCC)C(=O)OCC (diethyl N-acetylaminomalonate), CC[O-].[Na+] (sodium ethylate), Cl.C(CCC)C=1NC=C(N1)CCl (2-n-butyl-4-chloromethylimidazole hydrochloride). Run in C(C)O (ethanol), C(C)O (ethanol). Reaction conditions: temperature 0 celsius, time 15 minute. The product is C(CCC)C=1NC=C(N1)CC(C(=O)OCC)(C(=O)OCC)NC(C)=O (butyl-4-{2-acetylamino-2,2-bis(ethoxycarbonyl)ethyl}imidazole). RXN SMILES: [C:1]([NH:4][CH:5]([C:11]([O:13][CH2:14][CH3:15])=[O:12])[C:6]([O:8][CH2:9][CH3:10])=[O:7])(=[O:3])[CH3:2].CC[O-].[Na+].Cl.[CH2:21]([C:25]1[NH:26][CH:27]=[C:28]([CH2:30]Cl)[N:29]=1)[CH2:22][CH2:23][CH3:24]>C(O)C>[CH2:21]([C:25]1[NH:26][CH:27]=[C:28]([CH2:30][C:5]([NH:4][C:1](=[O:3])[CH3:2])([C:11]([O:13][CH2:14][CH3:15])=[O:12])[C:6]([O:8][CH2:9][CH3:10])=[O:7])[N:29]=1)[CH2:22][CH2:23][CH3:24] |f:1.2,3.4|. Procedure details: 2-n-Butyl-4-hydroxymethylimidazole (33.3 g) is dissolved in methanol (50 ml), and thereto is added 18% hydrogen chloride-methanol solution (160 ml), and the mixture is evaporated under reduced pressure to remove the solvent. To the resulting residue is added toluene (150 ml), and thereto is added dropwise thionyl chloride (52 ml) under ice-cooling. The mixture is stirred at 50° C. for two hours, and concentrated to dryness under reduced pressure to give 2-n-butyl-4-chloromethylimidazole hydrochl... Starting materials: C1(CC1)COC1=C(C=C(C=C1)C(C)C)C=1C2=C(N=CN1)C(=C(N2)C)C(=O)OCC (ethyl 4-[2-(cyclopropylmethoxy)-5-(propan-2-yl)phenyl]-6-methyl-5H-pyrrolo[3,2-d]pyrimidine-7-carboxylate), ClCOCC[Si](C)(C)C ((2-chloromethoxy-ethyl)-trimethyl-silane). The product is C1(CC1)COC1=C(C=C(C=C1)C(C)C)C=1C2=C(N=CN1)C(=C(N2COCC[Si](C)(C)C)C)C(=O)OCC (Ethyl 4-[2-(cyclopropylmethoxy)-5-(propan-2-yl)phenyl]-6-methyl-5-{[2-(trimethylsilyl)ethoxy]methyl}-5H-pyrrolo[3,2-d]pyrimidine-7-carboxylate). Reaction SMILES: [CH:1]1([CH2:4][O:5][C:6]2[CH:11]=[CH:10][C:9]([CH:12]([CH3:14])[CH3:13])=[CH:8][C:7]=2[C:15]2[C:16]3[NH:23][C:22]([CH3:24])=[C:21]([C:25]([O:27][CH2:28][CH3:29])=[O:26])[C:17]=3[N:18]=[CH:19][N:20]=2)[CH2:3][CH2:2]1.Cl[CH2:31][O:32][CH2:33][CH2:34][Si:35]([CH3:38])([CH3:37])[CH3:36]>>[CH:1]1([CH2:4][O:5][C:6]2[CH:11]=[CH:10][C:9]([CH:12]([CH3:14])[CH3:13])=[CH:8][C:7]=2[C:15]2[C:16]3[N:23]([CH2:31][O:32][CH2:33][CH2:34][Si:35]([CH3:38])([CH3:37])[CH3:36])[C:22]([CH3:24])=[C:21]([C:25]([O:27][CH2:28][CH3:29])=[O:26])[C:17]=3[N:18]=[CH:19][N:20]=2)[CH2:3][CH2:2]1. Procedure: Starting from ethyl 4-[2-(cyclopropylmethoxy)-5-(propan-2-yl)phenyl]-6-methyl-5H-pyrrolo[3,2-d]pyrimidine-7-carboxylate (example D.a15) and commercially available (2-chloromethoxy-ethyl)-trimethyl-silane the title compound is obtained as yellow viscous oil. Reactants: [Li+].[Cl-] (LiCl), C1(CCCCC1)=O (cyclohexanone), LaCl3, C(C)(C)(C)[Mg]Cl (t-BuMgCl). Product: C(C)(C)(C)C1(CCCCC1)O (1-tert-butyl-cyclohexanol). Reaction SMILES: [C:1]([Mg]Cl)([CH3:4])([CH3:3])[CH3:2].[Li+].[Cl-].[C:9]1(=[O:15])[CH2:14][CH2:13][CH2:12][CH2:11][CH2:10]1>>[C:1]([C:9]1([OH:15])[CH2:14][CH2:13][CH2:12][CH2:11][CH2:10]1)([CH3:4])([CH3:3])[CH3:2] |f:1.2|. Reported procedure: According to Example 2, t-BuMgCl.LiCl (1.01 M in THF 2.18 mL; 2.20 mmol; 1.10 equiv) was reacted with cyclohexanone (178 mg; 2.00 mmol) in the presence of LaCl3.2LiCl (0.33 M; 6.06 mL, 2.00 mmol, 1.00 equiv). Column chromatographical purification (silica; pentane:Et2O, 9:1) afforded the desired product as colorless oil, which started to crystallize after being chilled, mp=49−50° C. (287 mg, 92%). Reactants: COC([C@H](CC1=CC=C(C=C1)Br)NC(=O)C=1C=C(C=CC1O)C1=CC(=C(C=C1)F)Cl)=O (3-(4-bromo-phenyl)-(2S)-[(3′-Chloro-4′-fluoro-4-hydroxy-biphenyl-3-carbonyl)-amino]-propionic acid methyl ester), FC(C=1C=C(C=CC1)B(O)O)(F)F (3-(trifluoromethyl)phenylboronic acid), C(=O)([O-])[O-].[Na+].[Na+] (Na2CO3). Reagents/catalysts: C=1C=CC(=CC1)[P](C=2C=CC=CC2)(C=3C=CC=CC3)[Pd]([P](C=4C=CC=CC4)(C=5C=CC=CC5)C=6C=CC=CC6)([P](C=7C=CC=CC7)(C=8C=CC=CC8)C=9C=CC=CC9)[P](C=1C=CC=CC1)(C=1C=CC=CC1)C=1C=CC=CC1 (Pd(PPh3)4). The solvent is COCCOC (DME). Conditions: temperature 80 celsius, time 4 hour. Product: COC([C@H](CC1=CC=C(C=C1)C1=CC(=CC=C1)C(F)(F)F)NC(=O)C=1C=C(C=CC1O)C1=CC(=C(C=C1)F)Cl)=O ((2S)-[(3′-Chloro-4′-fluoro-4-hydroxy-biphenyl-3-carbonyl)-amino]-3-(3′-trifluoromethyl-biphenyl-4-yl)-propionic acid methyl ester). The yield is 50.0%. RXN SMILES: [CH3:1][O:2][C:3](=[O:31])[C@@H:4]([NH:13][C:14]([C:16]1[CH:17]=[C:18]([C:23]2[CH:28]=[CH:27][C:26]([F:29])=[C:25]([Cl:30])[CH:24]=2)[CH:19]=[CH:20][C:21]=1[OH:22])=[O:15])[CH2:5][C:6]1[CH:11]=[CH:10][C:9](Br)=[CH:8][CH:7]=1.[F:32][C:33]([F:44])([F:43])[C:34]1[CH:35]=[C:36](B(O)O)[CH:37]=[CH:38][CH:39]=1.C([O-])([O-])=O.[Na+].[Na+]>COCCOC.C1C=CC([P]([Pd]([P](C2C=CC=CC=2)(C2C=CC=CC=2)C2C=CC=CC=2)([P](C2C=CC=CC=2)(C2C=CC=CC=2)C2C=CC=CC=2)[P](C2C=CC=CC=2)(C2C=CC=CC=2)C2C=CC=CC=2)(C2C=CC=CC=2)C2C=CC=CC=2)=CC=1>[CH3:1][O:2][C:3](=[O:31])[C@@H:4]([NH:13][C:14]([C:16]1[CH:17]=[C:18]([C:23]2[CH:28]=[CH:27][C:26]([F:29])=[C:25]([Cl:30])[CH:24]=2)[CH:19]=[CH:20][C:21]=1[OH:22])=[O:15])[CH2:5][C:6]1[CH:11]=[CH:10][C:9]([C:38]2[CH:37]=[CH:36][CH:35]=[C:34]([C:33]([F:44])([F:43])[F:32])[CH:39]=2)=[CH:8][CH:7]=1 |f:2.3.4,^1:60,62,81,100|. Reported procedure: To 0.05 g (0.1 mmol) of above resin-bound 3-(4-bromo-phenyl)-(2S)-[(3′-Chloro-4′-fluoro-4-hydroxy-biphenyl-3-carbonyl)-amino]-propionic acid methyl ester in 2.0 mL of DME were added 58.0 mg (0.3 mmol) of 3-(trifluoromethyl)phenylboronic acid, 30 mg (0.03 mmol) of Pd(PPh3)4, and 0.3 mL (0.6 mmol) of 2N Na2CO3 solution. The mixture was heated at 80° C. for 12 h. The resin was washed with H2O, DMF, MeOH, DCM three times of each and cleaved with TMSBr/TFA/DCM (1:1:5) at rt for 4 h. The residue obtai...